From a dataset of the Open Reaction Database (ORD), a public repository of structured organic reaction records. describe an organic reaction: reactants, conditions, products, and yield The reactants are FC(CNC(=O)C1(C2=CC=CC=C2OC=2C=CC=CC12)CCCBr)(F)F (3-[9-(2,2,2-Trifluoroethylcarbamoyl)-9H-xanthen-9-yl]propyl bromide), N1(CCNCC1)C1=CC=C2C=NN(C(C2=C1)=O)CC1=NC=CC=C1 (7-piperazinyl-2-(pyridin-2-yl)methyl-2H-phthalazin-1-one). Yields the product N1=C(C=CC=C1)CN1C(C2=CC(=CC=C2C=N1)N1CCN(CC1)CCCC1(C2=CC=CC=C2OC=2C=CC=CC12)C(NCC(F)(F)F)=O)=O (2-(Pyridin-2-yl)methyl-7-[4-[3-[9-(2,2,2-trifluoroethylcarbamoyl)-9H-xanthen-9-yl]propyl]-piperazin-1-yl]-2H-phthalazin-1-one). Reaction SMILES: [F:1][C:2]([F:26])([F:25])[CH2:3][NH:4][C:5]([C:7]1([CH2:21][CH2:22][CH2:23]Br)[C:20]2[CH:19]=[CH:18][CH:17]=[CH:16][C:15]=2[O:14][C:13]2[C:8]1=[CH:9][CH:10]=[CH:11][CH:12]=2)=[O:6].[N:27]1([C:33]2[CH:42]=[C:41]3[C:36]([CH:37]=[N:38][N:39]([CH2:44][C:45]4[CH:50]=[CH:49][CH:48]=[CH:47][N:46]=4)[C:40]3=[O:43])=[CH:35][CH:34]=2)[CH2:32][CH2:31][NH:30][CH2:29][CH2:28]1>>[N:46]1[CH:47]=[CH:48][CH:49]=[CH:50][C:45]=1[CH2:44][N:39]1[N:38]=[CH:37][C:36]2[C:41](=[CH:42][C:33]([N:27]3[CH2:32][CH2:31][N:30]([CH2:23][CH2:22][CH2:21][C:7]4([C:5](=[O:6])[NH:4][CH2:3][C:2]([F:26])([F:25])[F:1])[C:20]5[CH:19]=[CH:18][CH:17]=[CH:16][C:15]=5[O:14][C:13]5[C:8]4=[CH:9][CH:10]=[CH:11][CH:12]=5)[CH2:29][CH2:28]3)=[CH:34][CH:35]=2)[C:40]1=[O:43]. Procedure details: Step (b) of Example 92 was repeated, except that the compound prepared in step (b) of Example 114 and the compound prepared in step (c) of Example 143 were used as the starting compounds. Thus, the title compound was obtained. Reactants: CCN=C=NCCCN(C)C, ClCCl, O=C(O)c1cc2cc(F)ccc2[nH]1, NC1CCN(CCn2c(=O)cnc3ccc(F)cc32)CC1, CN(C)C=O, O, On1nnc2ccccc21. Yields the product O=C(NC1CCN(CCn2c(=O)cnc3ccc(F)cc32)CC1)c1cc2cc(F)ccc2[nH]1. Reaction SMILES: [CH3:35][N:36]([CH3:37])[CH2:38][CH2:39][CH2:40][N:41]=[C:42]=[N:43][CH2:44][CH3:45].[Cl:57][CH2:58][Cl:59].[F:22][c:23]1[cH:24][c:25]2[cH:26][c:27]([C:32](=[O:33])[OH:34])[nH:28][c:29]2[cH:30][cH:31]1.[NH2:1][CH:2]1[CH2:3][CH2:4][N:5]([CH2:8][CH2:9][n:10]2[c:11](=[O:21])[cH:12][n:13][c:14]3[cH:15][cH:16][c:17]([F:20])[cH:18][c:19]23)[CH2:6][CH2:7]1.[O:60]=[CH:61][N:62]([CH3:63])[CH3:64].[OH2:46].[OH:47][n:48]1[c:49]2[cH:50][cH:51][cH:52][cH:53][c:54]2[n:55][n:56]1>>[NH:1]([CH:2]1[CH2:3][CH2:4][N:5]([CH2:8][CH2:9][n:10]2[c:11](=[O:21])[cH:12][n:13][c:14]3[cH:15][cH:16][c:17]([F:20])[cH:18][c:19]23)[CH2:6][CH2:7]1)[C:32]([c:27]1[cH:26][c:25]2[cH:24][c:23]([F:22])[cH:31][cH:30][c:29]2[nH:28]1)=[O:33]. Starting materials: C(C)N(CC)CCNC(C1=C(C(=CC(=C1)[N+](=O)[O-])C)OC)=O (N-(diethylaminoethyl)-2-methoxy-3-methyl-5-nitrobenzamide), [H][H] (hydrogen). The reagents and catalysts are [Pt]=O (platinum oxide). Run in CO (methanol). Yields the product C(C)N(CC)CCNC(C1=C(C(=CC(=C1)N)C)OC)=O (N-(diethylaminoethyl)-5-amino-2-methoxy-3-methylbenzamide). Yield: 62.0%. RXN SMILES: [CH2:1]([N:3]([CH2:6][CH2:7][NH:8][C:9](=[O:22])[C:10]1[CH:15]=[C:14]([N+:16]([O-])=O)[CH:13]=[C:12]([CH3:19])[C:11]=1[O:20][CH3:21])[CH2:4][CH3:5])[CH3:2].[H][H]>[Pt]=O.CO>[CH2:1]([N:3]([CH2:6][CH2:7][NH:8][C:9](=[O:22])[C:10]1[CH:15]=[C:14]([NH2:16])[CH:13]=[C:12]([CH3:19])[C:11]=1[O:20][CH3:21])[CH2:4][CH3:5])[CH3:2]. Procedure: A mixture of N-(diethylaminoethyl)-2-methoxy-3-methyl-5-nitrobenzamide (4.25 g), platinum oxide (425 mg) and methanol (85 ml) is shaken in a hydrogen stream. After absorption of hydrogen stops, the reaction mixture is filtered to remove the catalyst. The filtrate is concentrated under vacuum and the residue is chromatographed on a column of alumina, which is eluated with methylene chloride to methylene chloride-2% methanol. The eluate is concentrated under vacuum and the residue is washed with i... Starting materials: O (H2O), [Na] (sodium), FC(C1=C(C(=C(C(=N1)C(F)(F)F)C(=O)OCC)F)C(=O)OC)F (3-Ethyl 5-methyl 6-(difluoromethyl)-4-fluoro-2-(trifluoromethyl)-3,5-pyridinedicarboxylate), P(OCC)(OCC)[O-] (diethyl phosphite). The solvent is C1CCOC1 (THF). Run at time 18 hour. Yields the product FC(C1=C(C(=C(C(=N1)C(F)(F)F)C(=O)OCC)P(=O)(OCC)OCC)C(=O)OC)F (3-Ethyl 5-methyl 6-(difluoromethyl)-4-(diethoxyphosphinyl)-2-(trifluoromethyl)-3,5-pyridinedicarboxylate). Isolated yield 78.4%. As a reaction SMILES: [Na].[P:2]([O-:9])([O:6][CH2:7][CH3:8])[O:3][CH2:4][CH3:5].[F:10][CH:11]([F:32])[C:12]1[N:17]=[C:16]([C:18]([F:21])([F:20])[F:19])[C:15]([C:22]([O:24][CH2:25][CH3:26])=[O:23])=[C:14](F)[C:13]=1[C:28]([O:30][CH3:31])=[O:29].O>C1COCC1>[F:32][CH:11]([F:10])[C:12]1[N:17]=[C:16]([C:18]([F:21])([F:19])[F:20])[C:15]([C:22]([O:24][CH2:25][CH3:26])=[O:23])=[C:14]([P:2]([O:6][CH2:7][CH3:8])([O:3][CH2:4][CH3:5])=[O:9])[C:13]=1[C:28]([O:30][CH3:31])=[O:29] |^1:0|. Reported procedure: To a mixture of 0.26 g (0.011 mol) of sodium metal in 35 ml of dry THF was added 3.14 g (0.023 mol) of diethyl phosphite. This solution was stirred at room temperature under a N2 atmosphere for 18 hours. To this salt solution was added 2.0 g (0.006 mol) of product of Example 107. This mixture was stirred at reflux for 18 hours. The mixture was cooled to room temperature and poured into H2O. The H2O mixture was extracted twice with diethyl ether. The combined ether phases were then washed with H2... The reactants are C(C1=CC=CC=C1)N(CC1=CC=CC=C1)[C@H](C(=O)OC)CC1CCCCC1 (Methyl 2(S)-(N,N-dibenzylamino)-3-cyclohexylpropionate), [OH-].[Na+] (sodium hydroxide). The solvent is CO (methanol). Yields the product C(C1=CC=CC=C1)N(CC1=CC=CC=C1)[C@H](C(=O)O)CC1CCCCC1 (2(S)-(N,N-dibenzylamino)-3-cyclohexylpropionic acid). The yield is 99.4%. Reaction SMILES: [CH2:1]([N:8]([C@@H:16]([CH2:21][CH:22]1[CH2:27][CH2:26][CH2:25][CH2:24][CH2:23]1)[C:17]([O:19]C)=[O:18])[CH2:9][C:10]1[CH:15]=[CH:14][CH:13]=[CH:12][CH:11]=1)[C:2]1[CH:7]=[CH:6][CH:5]=[CH:4][CH:3]=1.[OH-].[Na+]>CO>[CH2:1]([N:8]([C@@H:16]([CH2:21][CH:22]1[CH2:27][CH2:26][CH2:25][CH2:24][CH2:23]1)[C:17]([OH:19])=[O:18])[CH2:9][C:10]1[CH:15]=[CH:14][CH:13]=[CH:12][CH:11]=1)[C:2]1[CH:3]=[CH:4][CH:5]=[CH:6][CH:7]=1 |f:1.2|. Procedure details: Methyl 2(S)-(N,N-dibenzylamino)-3-cyclohexylpropionate (200 g) was dissolved in methanol (1 l), and thereto was added an aqueous solution of sodium hydroxide (sodium hydroxide 32.8 g, water 200 ml), followed by refluxing for 6 hours. After the completion of the reaction, the reaction mixture was concentrated, and ethyl acetate (1 l) was added to the residue for dissolution, after which water (400 ml) was added for partition. The organic layer was separated, washed with an aqueous solution of 10%... The reactants are CC1(C)OC(c2ccncc2)=C(Br)C1=O, O=C([O-])[O-], Cc1ccc(COc2ccc(B3OC(C)(C)C(C)(C)O3)cc2)nc1, Cc1ccccc1, [Cs+], [Cs+], O. Yields the product Cc1ccc(COc2ccc(C3=C(c4ccncc4)OC(C)(C)C3=O)cc2)nc1. RXN SMILES: [Br:1][C:2]1=[C:6]([c:7]2[cH:8][cH:9][n:10][cH:11][cH:12]2)[O:5][C:4]([CH3:13])([CH3:14])[C:3]1=[O:15].[C:40](=[O:41])([O-:42])[O-:43].[CH3:16][c:17]1[cH:18][cH:19][c:20]([CH2:23][O:24][c:25]2[cH:26][cH:27][c:28]([B:31]3[O:32][C:33]([CH3:34])([CH3:35])[C:36]([CH3:37])([CH3:38])[O:39]3)[cH:29][cH:30]2)[n:21][cH:22]1.[CH3:46][c:47]1[cH:48][cH:49][cH:50][cH:51][cH:52]1.[Cs+:44].[Cs+:45].[OH2:53]>>[C:2]1([c:28]2[cH:27][cH:26][c:25]([O:24][CH2:23][c:20]3[cH:19][cH:18][c:17]([CH3:16])[cH:22][n:21]3)[cH:30][cH:29]2)=[C:6]([c:7]2[cH:8][cH:9][n:10][cH:11][cH:12]2)[O:5][C:4]([CH3:13])([CH3:14])[C:3]1=[O:15]. The reactants are CO, COc1ccc(C(=O)Nc2c(Cl)cncc2Cl)c2c3cc([N+](=O)[O-])ccc3n(C)c12, CN(C)C=O. Yields the product COc1ccc(C(=O)Nc2c(Cl)cncc2Cl)c2c3cc(N)ccc3n(C)c12. As a reaction SMILES: [CH3:31][OH:32].[Cl:1][c:2]1[cH:3][n:4][cH:5][c:6]([Cl:30])[c:7]1[NH:8][C:9](=[O:10])[c:11]1[cH:12][cH:13][c:14]([O:28][CH3:29])[c:15]2[n:16]([CH3:27])[c:17]3[cH:18][cH:19][c:20]([N+:24]([O-:25])=[O:26])[cH:21][c:22]3[c:23]12.[O:33]=[CH:34][N:35]([CH3:36])[CH3:37]>>[Cl:1][c:2]1[cH:3][n:4][cH:5][c:6]([Cl:30])[c:7]1[NH:8][C:9](=[O:10])[c:11]1[cH:12][cH:13][c:14]([O:28][CH3:29])[c:15]2[n:16]([CH3:27])[c:17]3[cH:18][cH:19][c:20]([NH2:24])[cH:21][c:22]3[c:23]12. The reactants are C(#N)C1=C(/C=C/C(=O)OC)C=CC(=C1)C (methyl trans-2-cyano-4-methylcinnamate). Reagents/catalysts: [Ni] (Raney nickel). Solvent: CO (methanol). Conditions: time 17 hour. Product: CC1=CC2=C(CCC(NC2)=O)C=C1 (8-methyl-1,2,4,5-tetrahydro-3H-2-benzazepin-3-one). Isolated yield 53.0%. As a reaction SMILES: [C:1]([C:3]1[CH:14]=[C:13]([CH3:15])[CH:12]=[CH:11][C:4]=1/[CH:5]=[CH:6]/[C:7](OC)=[O:8])#[N:2]>CO.[Ni]>[CH3:15][C:13]1[CH:12]=[CH:11][C:4]2[CH2:5][CH2:6][C:7](=[O:8])[NH:2][CH2:1][C:3]=2[CH:14]=1. Procedure details: A solution of 27 g. (0.13 moles) of methyl trans-2-cyano-4-methylcinnamate in 1 liter dry methanol is introduced into a 2-liter autoclave. About 5 g. of W-5 Raney nickel are added and the mixture is stirred for 17 hours under a hydrogen pressure (initial pressure 3.5 bars). The reaction mixture is filtered, the catalyst is washed with chloroform and the solvent is removed in vacuo. The red residue obtained is washed with about 20 ml. of 2-propanol and then taken up in hot 2-propanol, whereafter ... Starting materials: C(C1=CC=CC=C1)OC[C@@H]1C(N(CC(N1)=O)C)=O ((R)-3-Benzyloxymethyl-1-methyl-piperazine-2,5-dione), [OH-].[Na+] (NaOH). Solvent: C1CCOC1 (THF), [H-].[H-].[H-].[H-].[Li+].[Al+3] (LiAlH4), C1CCOC1 (THF), O (water), O (water). Reaction conditions: temperature 0 celsius, time 8 hour. Product: C(C1=CC=CC=C1)OC[C@@H]1CN(CCN1)C ((S)-3-Benzyloxymethyl-1-methyl-piperazine). Isolated yield 83.4%. As a reaction SMILES: [CH2:1]([O:8][CH2:9][C@H:10]1[NH:15][C:14](=O)[CH2:13][N:12]([CH3:17])[C:11]1=O)[C:2]1[CH:7]=[CH:6][CH:5]=[CH:4][CH:3]=1.[OH-].[Na+]>C1COCC1.[H-].[H-].[H-].[H-].[Li+].[Al+3].O>[CH2:1]([O:8][CH2:9][C@H:10]1[NH:15][CH2:14][CH2:13][N:12]([CH3:17])[CH2:11]1)[C:2]1[CH:3]=[CH:4][CH:5]=[CH:6][CH:7]=1 |f:1.2,4.5.6.7.8.9|. Procedure: To a solution of (R)-3-Benzyloxymethyl-1-methyl-piperazine-2,5-dione (1.93 g, 7.78 mmol) in THF (30 mL), LiAlH4 1M in THF (15 mL, 15.5 mmol) was added dropwise over 30 min and the solution was refluxed under N2 atmosphere for 3 h. The reaction was cooled to 0° C. and diluted with water (100 mL). Then 4 mL of a 15% aqueous NaOH solution was added. After 1 h 100 mL of water was added and the reaction stirred overnight. The white precipitate was filtered out and washed with DCM. The solvent was rem...